This data is from the Open Reaction Database (ORD), a public repository of structured organic reaction records. The task is: describe an organic reaction: reactants, conditions, products, and yield Reactants: COC(=O)c1cccc(CN2C(=O)CN(C)C2=O)c1, C1CCOC1, O. The product is CN1CC(=O)N(Cc2cccc(C(=O)O)c2)C1=O. As a reaction SMILES: [CH3:1][O:2][C:3]([c:4]1[cH:5][c:6]([CH2:10][N:11]2[C:12](=[O:18])[N:13]([CH3:17])[CH2:14][C:15]2=[O:16])[cH:7][cH:8][cH:9]1)=[O:19].[O:21]1[CH2:22][CH2:23][CH2:24][CH2:25]1.[OH2:20]>>[O:2]=[C:3]([c:4]1[cH:5][c:6]([CH2:10][N:11]2[C:12](=[O:18])[N:13]([CH3:17])[CH2:14][C:15]2=[O:16])[cH:7][cH:8][cH:9]1)[OH:19]. Starting materials: N[C@@H](C)C1=NN2C(C(N1C1=CC=CC=C1)=O)=C(C=C2)C ((S)-2-(1-Aminoethyl)-5-methyl-3-phenylpyrrolo[2,1-f][1,2,4]triazin-4(3H)-one), ClC1=NC=NC(=C1C(=O)OCC)NCC1=CC=C(C=C1)OC (ethyl 4-chloro-6-((4-methoxybenzyl)amino)pyrimidine-5-carboxylate), C(C)(C)N(C(C)C)CC (N,N-diisopropylethylamine). The solvent is C(C)O (ethanol). Yields the product COC1=CC=C(CNC2=NC=NC(=C2C(=O)OCC)N[C@@H](C)C2=NN3C(C(N2C2=CC=CC=C2)=O)=C(C=C3)C)C=C1 ((S)-Ethyl 4-((4-methoxybenzyl)amino)-6-((1-(5-methyl-4-oxo-3-phenyl-3,4-dihydropyrrolo[2,1-f][1,2,4]triazin-2-yl)ethyl)amino)pyrimidine-5-carboxylate). Isolated yield 82.0%. RXN SMILES: [NH2:1][C@H:2]([C:4]1[N:9]([C:10]2[CH:15]=[CH:14][CH:13]=[CH:12][CH:11]=2)[C:8](=[O:16])[C:7]2=[C:17]([CH3:20])[CH:18]=[CH:19][N:6]2[N:5]=1)[CH3:3].Cl[C:22]1[C:27]([C:28]([O:30][CH2:31][CH3:32])=[O:29])=[C:26]([NH:33][CH2:34][C:35]2[CH:40]=[CH:39][C:38]([O:41][CH3:42])=[CH:37][CH:36]=2)[N:25]=[CH:24][N:23]=1.C(N(CC)C(C)C)(C)C>C(O)C>[CH3:42][O:41][C:38]1[CH:37]=[CH:36][C:35]([CH2:34][NH:33][C:26]2[C:27]([C:28]([O:30][CH2:31][CH3:32])=[O:29])=[C:22]([NH:1][C@H:2]([C:4]3[N:9]([C:10]4[CH:15]=[CH:14][CH:13]=[CH:12][CH:11]=4)[C:8](=[O:16])[C:7]4=[C:17]([CH3:20])[CH:18]=[CH:19][N:6]4[N:5]=3)[CH3:3])[N:23]=[CH:24][N:25]=2)=[CH:40][CH:39]=1. Reported procedure: (S)-2-(1-Aminoethyl)-5-methyl-3-phenylpyrrolo[2,1-f][1,2,4]triazin-4(3H)-one was treated with ethyl 4-chloro-6-((4-methoxybenzyl)amino)pyrimidine-5-carboxylate (6 mg, 0.02 mmol), N,N-diisopropylethylamine (16 μl, 0.09 mmol) and ethanol as a solvent according to the method described in Example 17. The solvent was concentrated and the solid was suspended in ethanol and filtered. The white solid obtained was washed with ether and dried in the oven to give 281 mg (82% yield) of the title compound as... Starting materials: C(CCCCCCCCCCCCCCC)(=O)N[C@@H](CS)C(=O)O (N-palmitoylcysteine), O1C=C1CCCCCCCCCCCCCCCC (1,2-epoxy-octadecene), C([O-])([O-])=O.[K+].[K+] (potassium carbonate). Solvent: C(C)O (ethanol). Product: C(CCCCCCCCCCCCCCC)(=O)N[C@@H](CSCC(CCCCCCCCCCCCCCCC)O)C(=O)O (N-palmitoyl-S-[2(R,S)-hydroxyoctadecyl]-(L)-cysteine). As a reaction SMILES: [C:1]([NH:18][C@H:19]([C:22]([OH:24])=[O:23])[CH2:20][SH:21])(=[O:17])[CH2:2][CH2:3][CH2:4][CH2:5][CH2:6][CH2:7][CH2:8][CH2:9][CH2:10][CH2:11][CH2:12][CH2:13][CH2:14][CH2:15][CH3:16].[O:25]1[C:27]([CH2:28][CH2:29][CH2:30][CH2:31][CH2:32][CH2:33][CH2:34][CH2:35][CH2:36][CH2:37][CH2:38][CH2:39][CH2:40][CH2:41][CH2:42][CH3:43])=[CH:26]1.C(=O)([O-])[O-].[K+].[K+]>C(O)C>[C:1]([NH:18][C@H:19]([C:22]([OH:24])=[O:23])[CH2:20][S:21][CH2:26][CH:27]([OH:25])[CH2:28][CH2:29][CH2:30][CH2:31][CH2:32][CH2:33][CH2:34][CH2:35][CH2:36][CH2:37][CH2:38][CH2:39][CH2:40][CH2:41][CH2:42][CH3:43])(=[O:17])[CH2:2][CH2:3][CH2:4][CH2:5][CH2:6][CH2:7][CH2:8][CH2:9][CH2:10][CH2:11][CH2:12][CH2:13][CH2:14][CH2:15][CH3:16] |f:2.3.4|. Procedure details: 5.6 g of N-palmitoylcysteine, 5 g of 1,2-epoxy-octadecene and 5.35 g of potassium carbonate in 100 ml ethanol are heated in an atmosphere of nitrogen at 80° for 15 hours. After evaporation, HCl is added so as to obtain a pH of about 3 and the mixture is extracted with chloroform. The chloroform extract is washed with water and is then dried with sodium sulfate. After evaporation there is obtained a colorless residue which is recrystallized from ethyl acetate. There are obtained colorless crystal... Starting materials: Cc1ncc(Br)cc1[N+](=O)[O-], CC(=O)O, CCOC(C)=O, [Fe], [Na+], [OH-], O. The product is Cc1ncc(Br)cc1N. Reaction SMILES: [Br:1][c:2]1[cH:3][c:4]([N+:9]([O-:10])=[O:11])[c:5]([CH3:8])[n:6][cH:7]1.[CH3:15][C:16](=[O:17])[OH:18].[CH3:19][CH2:20][O:21][C:22]([CH3:23])=[O:24].[Fe:25].[Na+:14].[OH-:13].[OH2:12]>>[Br:1][c:2]1[cH:3][c:4]([NH2:9])[c:5]([CH3:8])[n:6][cH:7]1. Starting materials: C1CCOC1, [Li]CCCC, CC(=O)Cl, COCCOC, [Cl-], N#C[Cu], Cc1cn(-c2ccccc2F)nn1, [Li+], [Na+], [Na+], O=C([O-])[O-]. Yields the product CC(=O)c1c(C)nnn1-c1ccccc1F. Reaction SMILES: [CH2:40]1[O:41][CH2:42][CH2:43][CH2:44]1.[CH3:14][CH2:15][CH2:16][CH2:17][Li:18].[CH3:24][C:25]([Cl:26])=[O:27].[CH3:34][O:35][CH2:36][CH2:37][O:38][CH3:39].[Cl-:22].[Cu:19][C:20]#[N:21].[F:1][c:2]1[c:3](-[n:8]2[n:9][n:10][c:11]([CH3:13])[cH:12]2)[cH:4][cH:5][cH:6][cH:7]1.[Li+:23].[Na+:28].[Na+:29].[O-:30][C:31](=[O:32])[O-:33]>>[F:1][c:2]1[c:3](-[n:8]2[n:9][n:10][c:11]([CH3:13])[c:12]2[C:25]([CH3:24])=[O:27])[cH:4][cH:5][cH:6][cH:7]1. Run at temperature 10 celsius. Solvent: CC1=C(C=C(C=C1)C)C (1,2,4-trimethylbenzene). Product: OC1=C(N=C2C(OCCN2C1=O)(C)C)C(=O)OC (methyl 3-hydroxy-9,9-dimethyl-4-oxo-4,6,7,9-tetrahydropyrimido[2,1-c][1,4]oxazine-2-carboxylate). Procedure details: A solution of the above crude methyl 2-(2-methoxy-2-oxoethyl)-8,8-dimethyl-2,5,6,8-tetrahydro-[1,2,4]oxadiazolo[3,2-c][1,4]oxazine-2-carboxylate (8.34 g) in 1,2,4-trimethylbenzene (80 mL) was heated at 155° C. for 9 h. The resulting dark mixture was cooled to 20–25° C. and diluted with water (50 mL). The product was extracted into 0.5M Na2CO3 (2×50 mL). The organic layer was discarded. The aqueous phases were combined and washed with CH2Cl2 (40 mL). The organic wash was discarded. The aqueous so... As a reaction SMILES: CO[C:3](=[O:20])[CH2:4][C:5]1([C:16]([O:18][CH3:19])=[O:17])O[N:12]2[C:7]([C:8]([CH3:15])([CH3:14])[O:9][CH2:10][CH2:11]2)=[N:6]1.[OH2:21]>CC1C=CC(C)=CC=1C>[OH:21][C:4]1[C:3](=[O:20])[N:12]2[C:7]([C:8]([CH3:14])([CH3:15])[O:9][CH2:10][CH2:11]2)=[N:6][C:5]=1[C:16]([O:18][CH3:19])=[O:17]. Starting materials: COC(CC1(N=C2C(OCCN2O1)(C)C)C(=O)OC)=O (methyl 2-(2-methoxy-2-oxoethyl)-8,8-dimethyl-2,5,6,8-tetrahydro-[1,2,4]oxadiazolo[3,2-c][1,4]oxazine-2-carboxylate), O (water). Starting materials: C1(=CC=CC=C1)C (toluene), N1CCCCC1 (piperidine), C(C(C)C)C=1C=C(C2=C(C(CO2)(C)C)C1)C=1C=C(C=O)C=CC1OC(F)(F)F (3-(5-isobutyl-3,3-dimethyl-2,3-dihydro-benzofuran-7-yl)-4-trifluoromethoxy-benzaldehyde), S1C(NC(C1)=O)=O (2,4-thiazolidinedione). Solvent: C(C)(=O)O (acetic acid), C(C)(=O)OCC (ethyl acetate). The product is C(C(C)C)C=1C=C(C2=C(C(CO2)(C)C)C1)C=1C=C(C=C2C(NC(S2)=O)=O)C=CC1OC(F)(F)F (5-[3-(5-Isobutyl-3,3-dimethyl-2,3-dihydro-benzofuran-7-yl)-4-trifluoromethoxy-benzylidene]-thiazolidine-2,4-dione). Isolated yield 72.1%. Procedure: A mixture of toluene (35 mL), piperidine (145 μL), acetic acid (145 μL), 3-(5-isobutyl-3,3-dimethyl-2,3-dihydro-benzofuran-7-yl)-4-trifluoromethoxy-benzaldehyde (5.7 g, 14.53 mmol) and 2,4-thiazolidinedione (1.7 g, 14.53 mmol) was heated at reflux for 20 hrs. The reaction mixture was cooled to room temperature, diluted with ethyl acetate, washed with water and brine, dried over MgSO4, filtered and evaporated. The residue was chromatographed on silica gel (0 to 20% ethylacetate in hexane) and fur... As a reaction SMILES: C1(C)C=CC=CC=1.N1CCCCC1.[CH2:14]([C:18]1[CH:19]=[C:20]([C:29]2[CH:30]=[C:31]([CH:34]=[CH:35][C:36]=2[O:37][C:38]([F:41])([F:40])[F:39])[CH:32]=O)[C:21]2[O:25][CH2:24][C:23]([CH3:27])([CH3:26])[C:22]=2[CH:28]=1)[CH:15]([CH3:17])[CH3:16].[S:42]1[CH2:46][C:45](=[O:47])[NH:44][C:43]1=[O:48]>C(OCC)(=O)C.C(O)(=O)C>[CH2:14]([C:18]1[CH:19]=[C:20]([C:29]2[CH:30]=[C:31]([CH:34]=[CH:35][C:36]=2[O:37][C:38]([F:41])([F:39])[F:40])[CH:32]=[C:46]2[S:42][C:43](=[O:48])[NH:44][C:45]2=[O:47])[C:21]2[O:25][CH2:24][C:23]([CH3:26])([CH3:27])[C:22]=2[CH:28]=1)[CH:15]([CH3:17])[CH3:16].